This data is from the Open Reaction Database (ORD), a public repository of structured organic reaction records. The task is: describe an organic reaction: reactants, conditions, products, and yield Starting materials: CC(C)COC(=O)CCC1NC(=O)CN1Cc1ccccc1, CCO, CO, Cl, [H][H], O. The product is Cl, CC(C)COC(=O)CCC1NCC(=O)N1. RXN SMILES: [CH2:2]([c:3]1[cH:4][cH:5][cH:6][cH:7][cH:8]1)[N:9]1[CH:10]([CH2:15][CH2:16][C:17](=[O:18])[O:19][CH2:20][CH:21]([CH3:22])[CH3:23])[NH:11][C:12](=[O:14])[CH2:13]1.[CH3:26][CH2:27][OH:28].[CH3:29][OH:30].[ClH:1].[H:24][H:25].[OH2:31]>>[ClH:1].[NH:9]1[CH:10]([CH2:15][CH2:16][C:17](=[O:18])[O:19][CH2:20][CH:21]([CH3:22])[CH3:23])[NH:11][C:12](=[O:14])[CH2:13]1. The reactants are C1(CCCCC1)C1=CC=C(C=C1)O.C1(=CC=CC=C1)O.C=O (p-cyclohexylphenol phenol formaldehyde), C(O)([O-])=O.[NH4+] (ammonium hydrogen carbonate), C(C)(=O)[O-].[Zn+2].C(C)(=O)[O-] (zinc acetate). Yields the product [Zn] (zinc), C1(CCCCC1)C1=CC=C(C=C1)O.C1(=CC=CC=C1)O.C=O (p-cyclohexylphenol phenol formaldehyde). As a reaction SMILES: [C:1](=O)([O-])[OH:2].[NH4+].C([O-])(=O)C.[Zn+2:10].C([O-])(=O)C.[CH:15]1([C:21]2[CH:26]=[CH:25][C:24]([OH:27])=[CH:23][CH:22]=2)[CH2:20][CH2:19][CH2:18][CH2:17][CH2:16]1.[C:28]1([OH:34])[CH:33]=[CH:32][CH:31]=[CH:30][CH:29]=1.C=O>>[Zn:10].[CH:15]1([C:21]2[CH:22]=[CH:23][C:24]([OH:27])=[CH:25][CH:26]=2)[CH2:16][CH2:17][CH2:18][CH2:19][CH2:20]1.[C:28]1([OH:34])[CH:33]=[CH:32][CH:31]=[CH:30][CH:29]=1.[CH2:1]=[O:2] |f:0.1,2.3.4,5.6.7,9.10.11|. Procedure details: A powdery mixture of 10 g of ammonium hydrogen carbonate and 13 g of zinc acetate was added portionwise to 100 g of the resulting p-cyclohexylphenol/phenol/formaldehyde co-condensate kept at 170° C. with stirring. There was obtained a pale yellow transparent zinc salt of the p-cyclohexylphenol/phenol/formaldehyde co-condensate. Reactants: CC(C)(C)[O-].[K+] (potassium tert-butylate), OC1=CC=NC=C1 (4-hydroxypyridine), [N+](=O)([O-])C1=C(N)C=C(C=C1)Cl (2-nitro-5-chloroaniline). Run in CN(C=O)C (dimethylformamide). Conditions: temperature 17.5 celsius, time 2 hour. Yields the product NC1=C(C=CC(=C1)OC1=CC=NC=C1)[N+](=O)[O-] (2-Amino-4-(4-pyridyloxy)nitrobenzene). RXN SMILES: [OH:1][C:2]1[CH:7]=[CH:6][N:5]=[CH:4][CH:3]=1.CC([O-])(C)C.[K+].[N+:14]([C:17]1[CH:23]=[CH:22][C:21](Cl)=[CH:20][C:18]=1[NH2:19])([O-:16])=[O:15]>CN(C)C=O>[NH2:19][C:18]1[CH:20]=[C:21]([O:1][C:2]2[CH:7]=[CH:6][N:5]=[CH:4][CH:3]=2)[CH:22]=[CH:23][C:17]=1[N+:14]([O-:16])=[O:15] |f:1.2|. Procedure details: A 2-liter round-bottomed flask is charged with 35.2 g (0.369 mol) of 4-hydroxypyridine and 250 ml of anhydrous dimethylformamide (DMF). Under nitrogen, 42 g (0.369 mol) of potassium tert-butylate are added portionwise while the temperature is maintained at 15-20° C. with a water/ice bath. After the addition, the mixture is stirred for 2 hours and a pale yellow solution is obtained. 60 g (0.358 mol) of 2-nitro-5-chloroaniline are then added and an intense red coloration is obtained. The mixture i... Starting materials: FC(OC1=CC=C(N)C=C1)(F)F (4-(trifluoromethoxy)aniline), C(C)(C)(C)[SiH2]OC(C1=CC(=NC(=C1)Cl)NC1=CC(=C(C=C1)N1C=NC(=C1)C)OC)(C)C ([4-(tert-butyl-dimethyl-silanyloxymethyl)-6-chloro-pyridin-2-yl]-[3-methoxy-4-(4-methyl-imidazol-1-yl)-phenyl]-amine). Yields the product C(C)(C)(C)[SiH2]OC(C1=CC(=NC(=C1)NC1=CC=C(C=C1)OC(F)(F)F)NC1=CC(=C(C=C1)N1C=NC(=C1)C)OC)(C)C (4-(tert-Butyl-dimethyl-silanyloxymethyl)-N-[3-methoxy-4-(4-methyl-imidazol-1-yl)-phenyl]-N′-(4-trifluoromethoxy-phenyl)-pyridine-2,6-diamine), gum. Isolated yield 56.0%. RXN SMILES: [F:1][C:2]([F:12])([F:11])[O:3][C:4]1[CH:10]=[CH:9][C:7]([NH2:8])=[CH:6][CH:5]=1.[C:13]([SiH2:17][O:18][C:19]([CH3:43])([CH3:42])[C:20]1[CH:25]=[C:24](Cl)[N:23]=[C:22]([NH:27][C:28]2[CH:33]=[CH:32][C:31]([N:34]3[CH:38]=[C:37]([CH3:39])[N:36]=[CH:35]3)=[C:30]([O:40][CH3:41])[CH:29]=2)[CH:21]=1)([CH3:16])([CH3:15])[CH3:14]>>[C:13]([SiH2:17][O:18][C:19]([CH3:43])([CH3:42])[C:20]1[CH:25]=[C:24]([NH:8][C:7]2[CH:9]=[CH:10][C:4]([O:3][C:2]([F:11])([F:12])[F:1])=[CH:5][CH:6]=2)[N:23]=[C:22]([NH:27][C:28]2[CH:33]=[CH:32][C:31]([N:34]3[CH:38]=[C:37]([CH3:39])[N:36]=[CH:35]3)=[C:30]([O:40][CH3:41])[CH:29]=2)[CH:21]=1)([CH3:16])([CH3:15])[CH3:14]. Reported procedure: Prepared in analogy to example 62 from 4-(trifluoromethoxy)aniline and [4-(tert-butyl-dimethyl-silanyloxymethyl)-6-chloro-pyridin-2-yl]-[3-methoxy-4-(4-methyl-imidazol-1-yl)-phenyl]-amine. The title compound was obtained as a brownish gum (Yield=56%). The reactants are CC=1C(=NC(=NC1Cl)Cl)Cl (5-methyl-2,4,6-trichloropyrimidine), N (ammonia). The solvent is C(OC)COC (dimethoxyethane). Run at time 12 hour. Product: NC1=NC(=NC(=C1C)Cl)Cl (4-amino-2,6-dichloro-5-methylpyrimidine). The yield is 75.0%. As a reaction SMILES: [CH3:1][C:2]1[C:3](Cl)=[N:4][C:5]([Cl:9])=[N:6][C:7]=1[Cl:8].[NH3:11]>C(COC)OC>[NH2:11][C:3]1[C:2]([CH3:1])=[C:7]([Cl:8])[N:6]=[C:5]([Cl:9])[N:4]=1. Procedure details: 39.5 g (0.2 mol) of 5-methyl-2,4,6-trichloropyrimidine are dissolved in 250 ml of dimethoxyethane, and ammonia gas is then introduced at room temperature until the solution is saturated. A white suspension is formed, which is stirred for 12 hours at room temperature; it is subsequently concentrated in a rotary evaporator, and 200 ml of water are added to the residue. The formed suspension is filtered and the precipitate is dried. The mother liquor is concentrated to half the volume, filtered, an... Reactants: FC1=CC2=C(C(=NO2)C2CCN(CC2)CCC2=C(N=C3N(C2=O)CCCC3)C)C=C1 (3-[2-[4-(6-fluoro-1,2-benzisoxazol-3-yl)-1-piperidinyl]ethyl]-6,7,8,9-tetrahydro-2-methyl-4H-pyrido[1,2-a]pyrimidin-4-one), C=1C=CC=2C(C1)=CC(=C(C2CC3=C4C=CC=CC4=CC(=C3O)C(=O)O)O)C(=O)O (pamoic acid). The solvent is C(C)O (ethanol), CN(C=O)C (N,N-dimethylformamide). Conditions: time 3 hour. Yields the product C(C1=C(C(=CC2=CC=CC=C12)C(=O)O)O)C1=C(C(=CC2=CC=CC=C12)C(=O)O)O.FC1=CC2=C(C(=NO2)C2CCN(CC2)CCC2=C(N=C3N(C2=O)CCCC3)C)C=C1 (3-[2-[4-(6-fluoro-1,2-benzisoxazol-3-yl)-1-piperidinyl]ethyl]-6,7,8,9-tetrahydro-2-methyl-4H-pyrido[1,2-a]pyrimidin-4-one 4,4'-methylenebis[3-hydroxy-2-naphthalenecarboxylate]). Isolated yield 80.8%. As a reaction SMILES: [F:1][C:2]1[CH:30]=[CH:29][C:5]2[C:6]([CH:9]3[CH2:14][CH2:13][N:12]([CH2:15][CH2:16][C:17]4[C:22](=[O:23])[N:21]5[CH2:24][CH2:25][CH2:26][CH2:27][C:20]5=[N:19][C:18]=4[CH3:28])[CH2:11][CH2:10]3)=[N:7][O:8][C:4]=2[CH:3]=1.[CH:31]1[CH:32]=[CH:33][C:34]2[C:35](=[CH:37][C:38]([C:57]([OH:59])=[O:58])=[C:39]([OH:56])[C:40]=2[CH2:41][C:42]2[C:51]([OH:52])=[C:50]([C:53]([OH:55])=[O:54])[CH:49]=[C:48]3[C:43]=2[CH:44]=[CH:45][CH:46]=[CH:47]3)[CH:36]=1>C(O)C.CN(C)C=O>[CH2:41]([C:42]1[C:43]2[C:48](=[CH:47][CH:46]=[CH:45][CH:44]=2)[CH:49]=[C:50]([C:53]([OH:55])=[O:54])[C:51]=1[OH:52])[C:40]1[C:34]2[C:35](=[CH:36][CH:31]=[CH:32][CH:33]=2)[CH:37]=[C:38]([C:57]([OH:59])=[O:58])[C:39]=1[OH:56].[F:1][C:2]1[CH:30]=[CH:29][C:5]2[C:6]([CH:9]3[CH2:14][CH2:13][N:12]([CH2:15][CH2:16][C:17]4[C:22](=[O:23])[N:21]5[CH2:24][CH2:25][CH2:26][CH2:27][C:20]5=[N:19][C:18]=4[CH3:28])[CH2:11][CH2:10]3)=[N:7][O:8][C:4]=2[CH:3]=1 |f:4.5|. Procedure details: A solution of 3-[2-[4-(6-fluoro-1,2-benzisoxazol-3-yl)-1-piperidinyl]ethyl]-6,7,8,9-tetrahydro-2-methyl-4H-pyrido[1,2-a]pyrimidin-4-one (0.048mol) in ethanol (600ml) was added to a solution of pamoic acid (0.048mol) in N,N-dimethylformamide (400ml). The mixture was stirred for 3 hours. The resulting precipitate was filtered off by suction, washed with ethanol and dried, yielding 31 g (81%) of 3-[2-[4-(6-fluoro-1,2-benzisoxazol-3-yl)-1-piperidinyl]ethyl]-6,7,8,9-tetrahydro-2-methyl-4H-pyrido[1,2-...